From a dataset of the Open Reaction Database (ORD), a public repository of structured organic reaction records. describe an organic reaction: reactants, conditions, products, and yield The reactants are C(C)(=O)O (acetic acid), BrC1=CC(=C(N)C=C1)[N+](=O)[O-] (4-Bromo-2-nitroaniline), C(C1=CC=CC=C1)=O (benzaldehyde), C(C)(=O)O[BH-](OC(C)=O)OC(C)=O.[Na+] (sodium triacetoxyborohydride). Run in ClCCl (dichloromethane). Reaction conditions: time 8 hour. The product is C(C1=CC=CC=C1)NC1=C(C=C(C=C1)Br)[N+](=O)[O-] (benzyl-(4-bromo-2-nitrophenyl)-amine). The yield is 45.0%. Reaction SMILES: [Br:1][C:2]1[CH:8]=[CH:7][C:5]([NH2:6])=[C:4]([N+:9]([O-:11])=[O:10])[CH:3]=1.[CH:12](=O)[C:13]1[CH:18]=[CH:17][CH:16]=[CH:15][CH:14]=1.C(O[BH-](OC(=O)C)OC(=O)C)(=O)C.[Na+].C(O)(=O)C>ClCCl>[CH2:12]([NH:6][C:5]1[CH:7]=[CH:8][C:2]([Br:1])=[CH:3][C:4]=1[N+:9]([O-:11])=[O:10])[C:13]1[CH:18]=[CH:17][CH:16]=[CH:15][CH:14]=1 |f:2.3|. Procedure details: To a solution of 4-Bromo-2-nitroaniline (435 mg, 2 mmol) and benzaldehyde (0.204 ml, 2 mmol,) in 4 ml dry dichloromethane at room temperature, was added sodium triacetoxyborohydride (424 mg, 2 mmol). Then acetic acid (120 μl, 2 mmol) was added. The reaction mixture was stirred at room temperature for 8 hours. The solvent was evaporated and the solid was dissolved in ethyl acetate. The organic layer was washed with saturated NaHCO3, dried over MgSO4, filtered, and the solvent was removed in vacuo...